This data is from the Open Reaction Database (ORD), a public repository of structured organic reaction records. The task is: describe an organic reaction: reactants, conditions, products, and yield Reactants: CN(C(CCN1C(=NC=2C=NC=3C=CC=CC3C21)CCC)=O)C (N,N-Dimethyl-3-(2-propyl-1H-imidazo[4,5-c]quinolin-1-yl)propanamide), C1=CC(=CC(=C1)Cl)C(=O)OO (mCPBA), C1(=CC=CC=C1)S(=O)(=O)Cl (benzenesulfonyl chloride), [OH-].[NH4+] (ammonium hydroxide). RXN SMILES: [CH3:1][N:2]([CH3:23])[C:3](=[O:22])[CH2:4][CH2:5][N:6]1[C:18]2[C:17]3[CH:16]=[CH:15][CH:14]=[CH:13][C:12]=3[N:11]=[CH:10][C:9]=2[N:8]=[C:7]1[CH2:19][CH2:20][CH3:21].C1C=C(Cl)C=C(C(OO)=O)C=1.C1(S(Cl)(=O)=O)C=CC=CC=1.[OH-].[NH4+:46]>>[NH2:46][C:10]1[C:9]2[N:8]=[C:7]([CH2:19][CH2:20][CH3:21])[N:6]([CH2:5][CH2:4][C:3]([N:2]([CH3:1])[CH3:23])=[O:22])[C:18]=2[C:17]2[CH:16]=[CH:15][CH:14]=[CH:13][C:12]=2[N:11]=1 |f:3.4|. Procedure: N,N-Dimethyl-3-(2-propyl-1H-imidazo[4,5-c]quinolin-1-yl)propanamide (2.40 g, 7.73 mmol) was treated with mCPBA (3.11 g, 13.5 mmol), ammonium hydroxide (40 mL), and benzenesulfonyl chloride (1.92 mL, 15.1 mmol) according to the method described in Part D of Example 36. The crude product was purified by column chromatography on silica gel (eluting with 93:7 dichloromethane:methanol) to provide 0.097 g of 3-(4-amino-2-propyl-1H-imidazo[4,5-c]quinolin-1-yl)-N,N-dimethylpropanamide as a tan powder, m... The product is NC1=NC=2C=CC=CC2C2=C1N=C(N2CCC(=O)N(C)C)CCC (3-(4-amino-2-propyl-1H-imidazo[4,5-c]quinolin-1-yl)-N,N-dimethylpropanamide). Reaction SMILES: [CH2:24]([Cl:25])[CH2:26][Cl:27].[CH3:12][O:13][c:14]1[c:15]([CH2:16][OH:17])[cH:18][cH:19][c:20]([O:22][CH3:23])[cH:21]1.[CH3:29][N:30]([c:31]1[cH:32][cH:33][n:34][cH:35][cH:36]1)[CH3:37].[CH:1]1([C:9](=[O:10])[OH:11])[CH:2]([C:6](=[O:7])[OH:8])[CH2:3][CH2:4][CH2:5]1.[ClH:28].[Na+:48].[O-:44][C:45]([OH:46])=[O:47].[O:38]=[CH:39][N:40]([CH3:41])[CH3:42].[OH2:43]>>[CH:1]1([C:9](=[O:10])[OH:11])[CH:2]([C:6]([O:7][CH2:16][c:15]2[c:14]([O:13][CH3:12])[cH:21][c:20]([O:22][CH3:23])[cH:19][cH:18]2)=[O:8])[CH2:3][CH2:4][CH2:5]1. The reactants are ClCCCl, COc1ccc(CO)c(OC)c1, CN(C)c1ccncc1, O=C(O)C1CCCC1C(=O)O, Cl, [Na+], O=C([O-])O, CN(C)C=O, O. Yields the product COc1ccc(COC(=O)C2CCCC2C(=O)O)c(OC)c1.